Dataset: the Open Reaction Database (ORD), a public repository of structured organic reaction records. Task: describe an organic reaction: reactants, conditions, products, and yield The reactants are ClC1=C(C=CC=C1)C1=C2CNC(N(C2=CC(=C1)C=O)C1=C(C=CC=C1Cl)Cl)=O (5-(2-chlorophenyl)-1-(2,6-dichlorophenyl)-2-oxo-1,2,3,4-tetrahydroquinazoline-7-carbaldehyde), C(C=C)OC(=O)N1C(CNCC1)C(=O)OC(C)(C)C (1-allyloxycarbonyl-2-t-butyloxycarbonyl piperazine). Yields the product ClC1=C(C=CC=C1)C1=C2CNC(N(C2=CC(=C1)CN1CC(N(CC1)C(=O)OCC=C)C(=O)OC(C)(C)C)C1=C(C=CC=C1Cl)Cl)=O (1-allyl 2-tert-butyl 4-{[5-(2-chlorophenyl)-1-(2,6-dichlorophenyl)-2-oxo-1,2,3,4-tetrahydroquinazolin-7-yl]methyl}piperazine-1,2-dicarboxylate). As a reaction SMILES: [Cl:1][C:2]1[CH:7]=[CH:6][CH:5]=[CH:4][C:3]=1[C:8]1[CH:17]=[C:16]([CH:18]=O)[CH:15]=[C:14]2[C:9]=1[CH2:10][NH:11][C:12](=[O:28])[N:13]2[C:20]1[C:25]([Cl:26])=[CH:24][CH:23]=[CH:22][C:21]=1[Cl:27].[CH2:29]([O:32][C:33]([N:35]1[CH2:40][CH2:39][NH:38][CH2:37][CH:36]1[C:41]([O:43][C:44]([CH3:47])([CH3:46])[CH3:45])=[O:42])=[O:34])[CH:30]=[CH2:31]>>[Cl:1][C:2]1[CH:7]=[CH:6][CH:5]=[CH:4][C:3]=1[C:8]1[CH:17]=[C:16]([CH2:18][N:38]2[CH2:39][CH2:40][N:35]([C:33]([O:32][CH2:29][CH:30]=[CH2:31])=[O:34])[CH:36]([C:41]([O:43][C:44]([CH3:47])([CH3:46])[CH3:45])=[O:42])[CH2:37]2)[CH:15]=[C:14]2[C:9]=1[CH2:10][NH:11][C:12](=[O:28])[N:13]2[C:20]1[C:21]([Cl:27])=[CH:22][CH:23]=[CH:24][C:25]=1[Cl:26]. Procedure details: The 1-allyl 2-tert-butyl 4-{[5-(2-chlorophenyl)-1-(2,6-dichlorophenyl)-2-oxo-1,2,3,4-tetrahydroquinazolin-7-yl]methyl}piperazine-1,2-dicarboxylate was prepared from 5-(2-chlorophenyl)-1-(2,6-dichlorophenyl)-2-oxo-1,2,3,4-tetrahydroquinazoline-7-carbaldehyde (INTERMEDIATE AAA1) and 1-allyloxycarbonyl-2-t-butyloxycarbonyl piperazine as described in EXAMPLE AAA1, STEP A. 1H NMR (CDCl3, 500 MHz): 1.34 (s, 9H), 1.92 (m, 1H), 2.26 (m, 1H), 2.70 (m, 1H), 3.12 (m, 1H), 3.30 (m, 3H), 3.50 (m, 1H), 3.83 (... Starting materials: Cl.Cl.C1(CCCCC1)O (cyclohexanol dihydrochloride), OC1(CCCCC1)C(C(=O)N1CCN(CC1)C(=O)OC(C)(C)C)C1=CC=C(C=C1)OCCC1=CC=CC=C1 (tert-butyl 4-[(1-hydroxycyclohexyl)(4-(2-phenylethoxy)phenyl)acetyl]piperazine-1-carboxylate). The product is Cl.Cl.C1(=CC=CC=C1)CCOC1=CC=C(C=C1)C(CN1CCNCC1)C1(CCCCC1)O (1-{1-[4-(2-phenylethoxy)phenyl]-2-piperazin-1-ylethyl}cyclohexanol dihydrochloride). As a reaction SMILES: [ClH:1].Cl.C1(O)CCCCC1.[OH:10][C:11]1([CH:17]([C:33]2[CH:38]=[CH:37][C:36]([O:39][CH2:40][CH2:41][C:42]3[CH:47]=[CH:46][CH:45]=[CH:44][CH:43]=3)=[CH:35][CH:34]=2)[C:18]([N:20]2[CH2:25][CH2:24][N:23](C(OC(C)(C)C)=O)[CH2:22][CH2:21]2)=O)[CH2:16][CH2:15][CH2:14][CH2:13][CH2:12]1>>[ClH:1].[ClH:1].[C:42]1([CH2:41][CH2:40][O:39][C:36]2[CH:35]=[CH:34][C:33]([CH:17]([C:11]3([OH:10])[CH2:12][CH2:13][CH2:14][CH2:15][CH2:16]3)[CH2:18][N:20]3[CH2:25][CH2:24][NH:23][CH2:22][CH2:21]3)=[CH:38][CH:37]=2)[CH:43]=[CH:44][CH:45]=[CH:46][CH:47]=1 |f:0.1.2,4.5.6|. Procedure: In an analogous manner to Example 1, step 2 1-}1-[4-(2-phenylethoxy)phenyl]-2-piperazin-1-ylethyl}cyclohexanol dihydrochloride was prepared from tert-butyl 4-[(1-hydroxycyclohexyl)(4-(2-phenylethoxy)phenyl)acetyl]piperazine-1-carboxylate. The reactants are C(C1=CC=CC=C1)N(C1=C(C=CC=C1Cl)Cl)C1=C(C=CC=C1)CC(=O)OCC (ethyl N-benzyl-o-(2,6-dichloroanilino)phenylacetate), [OH-].[Na+] (NaOH). The solvent is C(C)O (ethanol), C1=CC=CC=C1 (benzene). Reaction conditions: temperature 80 celsius, time 9 hour. The product is C(C1=CC=CC=C1)N(C1=C(C=CC=C1Cl)Cl)C1=C(C=CC=C1)CC(=O)O (N-benzyl-o-(2,6-dichloroanilino)phenyl acetic acid). Isolated yield 77.7%. Reaction SMILES: [CH2:1]([N:8]([C:17]1[CH:22]=[CH:21][CH:20]=[CH:19][C:18]=1[CH2:23][C:24]([O:26]CC)=[O:25])[C:9]1[C:14]([Cl:15])=[CH:13][CH:12]=[CH:11][C:10]=1[Cl:16])[C:2]1[CH:7]=[CH:6][CH:5]=[CH:4][CH:3]=1.[OH-].[Na+]>C(O)C.C1C=CC=CC=1>[CH2:1]([N:8]([C:17]1[CH:22]=[CH:21][CH:20]=[CH:19][C:18]=1[CH2:23][C:24]([OH:26])=[O:25])[C:9]1[C:14]([Cl:15])=[CH:13][CH:12]=[CH:11][C:10]=1[Cl:16])[C:2]1[CH:7]=[CH:6][CH:5]=[CH:4][CH:3]=1 |f:1.2|. Reported procedure: In a mixture of 50 ml of ethanol and 30 ml of benzene, 7.0 g (0.017 mole) of ethyl N-benzyl-o-(2,6-dichloroanilino)phenylacetate was dissolved and 31 ml of 2 N-NaOH aq. sol. was added and the mixture was stirred at about 80° C. for 9 hours. The reaction mixture was concentrated under reduced pressure and 70 ml of ether was added to the residue and the reaction product was extracted with 2 N-NaOH aq. sol. The pH of the water phase was adjusted with a dilute hydrochloric acid to 2.0 and the precip... Starting materials: Cl (Hydrochloric acid), O.O.NC=1SC=C(N1)C(C(=O)N[C@H]1[C@@H]2N(C(=C(CS2)C[N+]=2N(C=CC2)C)C(=O)[O-])C1=O)=NOC(F)F (7β-[2-(2-aminothiazol-4-yl)-2-(difluoromethoxyimino)acetamido]-3-(2-methyl-1-pyrazolio)methyl-3-cephem-4-carboxylate dihydrate). Solvent: O (water). The product is Cl.NC=1SC=C(N1)C(C(=O)N[C@H]1[C@@H]2N(C(=C(CS2)C[N+]=2N(C=CC2)C)C(=O)[O-])C1=O)=NOC(F)F (7β-[2-(2-aminothiazol-4-yl)-2-(difluoromethoxyimino)acetamido]-3-(2-methyl-1-pyrazolio)methyl-3-cephem-4carboxylate hydrochloride). As a reaction SMILES: [ClH:1].O.O.[NH2:4][C:5]1[S:6][CH:7]=[C:8]([C:10](=[N:33][O:34][CH:35]([F:37])[F:36])[C:11]([NH:13][C@@H:14]2[C:31](=[O:32])[N:16]3[C:17]([C:28]([O-:30])=[O:29])=[C:18]([CH2:21][N+:22]4[N:23]([CH3:27])[CH:24]=[CH:25][CH:26]=4)[CH2:19][S:20][C@H:15]23)=[O:12])[N:9]=1>O>[ClH:1].[NH2:4][C:5]1[S:6][CH:7]=[C:8]([C:10](=[N:33][O:34][CH:35]([F:36])[F:37])[C:11]([NH:13][C@@H:14]2[C:31](=[O:32])[N:16]3[C:17]([C:28]([O-:30])=[O:29])=[C:18]([CH2:21][N+:22]4[N:23]([CH3:27])[CH:24]=[CH:25][CH:26]=4)[CH2:19][S:20][C@H:15]23)=[O:12])[N:9]=1 |f:1.2.3,5.6|. Reported procedure: 1N-Hydrochloric acid (3.9 ml) was added to a solution of 7β-[2-(2-aminothiazol-4-yl)-2-(difluoromethoxyimino)acetamido]-3-(2-methyl-1-pyrazolio)methyl-3-cephem-4-carboxylate dihydrate (syn isomer) (2 g) in water (50 ml). The resultant aqueous solution was lyophilized to give 7β-[2-(2-aminothiazol-4-yl)-2-(difluoromethoxyimino)acetamido]-3-(2-methyl-1-pyrazolio)methyl-3-cephem-4carboxylate hydrochloride (syn isomer) (2.1 g).